This data is from the Open Reaction Database (ORD), a public repository of structured organic reaction records. The task is: describe an organic reaction: reactants, conditions, products, and yield The reactants are solution, [H-].[H-].[H-].[H-].[Li+].[Al+3] (LAH), C(C)(C)(C)OC(=O)N1[C@@H](C[C@@H](C1)N(C1=NC=C(C=N1)CCC(=O)OC)CC1=CC(=CC(=C1)C(F)(F)F)C(F)(F)F)CC ((2R,4S)-4-{(3,5-bis-trifluoromethyl-benzyl)-[5-(2-methoxycarbonyl-ethyl)-pyrimidin-2-yl]-amino}-2-ethyl-pyrrolidine-1-carboxylic acid tert-butyl ester). Solvent: C(C)OCC (diethylether), C(C)OCC (diethylether). Conditions: time 0.5 hour. The product is C(C)(C)(C)OC(=O)N1[C@@H](C[C@@H](C1)N(C1=NC=C(C=N1)CCCO)CC1=CC(=CC(=C1)C(F)(F)F)C(F)(F)F)CC ((2R,4S)-4-{(3,5-bis-trifluoromethyl-benzyl)-[5-(3-hydroxy-propyl)-pyrimidin-2-yl]-amino}-2-ethyl-pyrrolidine-1-carboxylic acid tert-butyl ester). Isolated yield 74.8%. Reaction SMILES: [H-].[H-].[H-].[H-].[Li+].[Al+3].[C:7]([O:11][C:12]([N:14]1[CH2:18][C@@H:17]([N:19]([CH2:32][C:33]2[CH:38]=[C:37]([C:39]([F:42])([F:41])[F:40])[CH:36]=[C:35]([C:43]([F:46])([F:45])[F:44])[CH:34]=2)[C:20]2[N:25]=[CH:24][C:23]([CH2:26][CH2:27][C:28](OC)=[O:29])=[CH:22][N:21]=2)[CH2:16][C@H:15]1[CH2:47][CH3:48])=[O:13])([CH3:10])([CH3:9])[CH3:8]>C(OCC)C>[C:7]([O:11][C:12]([N:14]1[CH2:18][C@@H:17]([N:19]([CH2:32][C:33]2[CH:34]=[C:35]([C:43]([F:46])([F:44])[F:45])[CH:36]=[C:37]([C:39]([F:40])([F:41])[F:42])[CH:38]=2)[C:20]2[N:21]=[CH:22][C:23]([CH2:26][CH2:27][CH2:28][OH:29])=[CH:24][N:25]=2)[CH2:16][C@H:15]1[CH2:47][CH3:48])=[O:13])([CH3:10])([CH3:9])[CH3:8] |f:0.1.2.3.4.5|. Reported procedure: 1.0M solution of LAH (1.7 ml, 1.7 mmol) in diethylether solution is added to (2R,4S)-4-{(3,5-bis-trifluoromethyl-benzyl)-[5-(2-methoxycarbonyl-ethyl)-pyrimidin-2-yl]-amino}-2-ethyl-pyrrolidine-1-carboxylic acid tert-butyl ester (350 mg, 0.58 mmol) in diethylether (8 ml) at 0° C., and this mixture is stirred for 0.5 hour at the same temperature. The reaction mixture is quenched with saturated ammonium chloride solution. The product is extracted three times with EtOAc. The combined organic layer i... Reactants: C(=C)S(=O)(=O)O (vinylsulfonic acid), BrCCS(=O)(=O)O (2-bromoethanesulfonic acid), [Na] (sodium), C(C)(C)(C)N (t-butylamine). Run in O (water), O1CCOCC1 (1,4-dioxane), O (water). Reaction conditions: temperature 60 celsius, time 18 hour. Product: C(C)(C)(C)NCCS(=O)(=O)O (2-(tert-butyl)amino-1-ethanesulfonic Acid). Yield: 24.0%. As a reaction SMILES: Br[CH2:2][CH2:3][S:4]([OH:7])(=[O:6])=[O:5].[Na].[C:9]([NH2:13])([CH3:12])([CH3:11])[CH3:10].C(S(O)(=O)=O)=C>O.O1CCOCC1>[C:9]([NH:13][CH2:2][CH2:3][S:4]([OH:7])(=[O:6])=[O:5])([CH3:12])([CH3:11])[CH3:10] |^1:7|. Procedure: A solution of 2-bromoethanesulfonic acid, sodium salt (4.2 g, 20 mmol) in water (total 12 mL) was added over 6 hours to a 42° C. solution of t-butylamine (10 mL, 94 mmol) in a mixture of water (10 mL) and 1,4-dioxane (10 mL). The mixture was stirred at 42° for 18 hours. The mixture was then heated to 60° C. for 24 h. By proton NMR, 30% of elimination product (vinylsulfonic acid) was observed. The mixture was concentrated to dryness and treated with ethanol at refluxing temperature. The solid mat... The reactants are CCOC(C)=O, CN(C)C=O, CI, Nc1ccc(C(=O)O)c([N+](=O)[O-])c1, [Na+], [Na+], O=C([O-])[O-], O. Product: COC(=O)c1ccc(N)cc1[N+](=O)[O-]. RXN SMILES: [CH3:21][CH2:22][O:23][C:24](=[O:25])[CH3:26].[CH3:27][N:28]([CH3:29])[CH:30]=[O:31].[CH3:32][I:33].[NH2:1][c:2]1[cH:3][c:4]([N+:11](=[O:12])[O-:13])[c:5]([C:6](=[O:7])[OH:8])[cH:9][cH:10]1.[Na+:14].[Na+:15].[O-:16][C:17](=[O:18])[O-:19].[OH2:20]>>[NH2:1][c:2]1[cH:3][c:4]([N+:11](=[O:12])[O-:13])[c:5]([C:6](=[O:7])[O:8][CH3:17])[cH:9][cH:10]1. The reactants are OC1CC=2C=CC(CC2C1[N+](=O)[O-])=O (2-hydroxy-3-nitro-5-indanone), [Sn](Cl)Cl (tin (II) chloride), [OH-].[Na+] (NaOH). The solvent is C(C)O (ethanol). Conditions: temperature 80 celsius, time 2 hour. The product is NC1C(CC=2C=CC(CC12)=O)O (3-amino-2-hydroxy-5-indanone). Isolated yield 77.6%. RXN SMILES: [OH:1][CH:2]1[CH:10]([N+:11]([O-])=O)[C:9]2[CH2:8][C:7](=[O:14])[CH:6]=[CH:5][C:4]=2[CH2:3]1.[Sn](Cl)Cl.[OH-].[Na+]>C(O)C>[NH2:11][CH:10]1[C:9]2[CH2:8][C:7](=[O:14])[CH:6]=[CH:5][C:4]=2[CH2:3][CH:2]1[OH:1] |f:2.3|. Procedure: A mixture of 2-hydroxy-3-nitro-5-indanone (1.50 g, 7.80 mmol) and tin (II) chloride (5.25 g, 23.3 mmol) in ethanol(150 mL) was heated at 80° C. under argon. After 2 hours, the starting material had disappeared and the solution was allowed to cool down and then poured into ice. The pH was made slightly basic (pH7-8), by addition of solid NaOH, before being extracted with ethyl acetate. The organic phase was washed with brine, dried over MgSO4 and filtered. The solvent was evaporated and chromatog... Reactants: C(C)OC(C1=CC=C(C=C1)N)=O (4-amino-benzoic acid ethyl ester), FC=1C=C(C=O)C=C(C1)F (3,5-difluoro-benzaldehyde). The solvent is C(C)O (ethanol). Product: C(C)OC(C1=CC=C(C=C1)N=CC1=CC(=CC(=C1)F)F)=O (4-{[1-(3,5-difluoro-phenyl)-methylidene]-amino}-benzoic acid ethyl ester). Yield: 73.8%. RXN SMILES: [CH2:1]([O:3][C:4](=[O:12])[C:5]1[CH:10]=[CH:9][C:8]([NH2:11])=[CH:7][CH:6]=1)[CH3:2].[F:13][C:14]1[CH:15]=[C:16]([CH:19]=[C:20]([F:22])[CH:21]=1)[CH:17]=O>C(O)C>[CH2:1]([O:3][C:4](=[O:12])[C:5]1[CH:10]=[CH:9][C:8]([N:11]=[CH:17][C:16]2[CH:15]=[C:14]([F:13])[CH:21]=[C:20]([F:22])[CH:19]=2)=[CH:7][CH:6]=1)[CH3:2]. Reported procedure: A mixture of 4-amino-benzoic acid ethyl ester (3.3 g, 20 mmol) and 3,5-difluoro-benzaldehyde (2.84 g, 20 mmol) in ethanol (50 mL) was heated to reflux for 2 h. Then the reaction mixture cooled to room temperature. The solvent was removed in vacuo and the residue was washed with ether to afford 4-{[1-(3,5-difluoro-phenyl)-methylidene]-amino}-benzoic acid ethyl ester (4.27 g, 74%) as a white solid: LC/MS m/e calcd for C16H13F2NO2 (M+H)+: 290.3, observed: 290.2. Reactants: Cl (hydrochloric acid), 39.5, C(C(=O)O)(=O)O.COC=1C=C(C=CC1)NC1(CCN(CC1)CCC1=CC=CC=C1)C(=O)OC (methyl 4-[N-(3-methoxyphenyl)amino]-1-(2-phenylethyl)-4-piperidinecarboxylate ethanedioate), [OH-].[K+] (potassium hydroxide), [OH-].[Na+] (sodium hydroxide). Solvent: C(CO)O (1,2-ethanediol), O (water). The product is 27.4, COC=1C=C(C=CC1)NC1(CCN(CC1)CCC1=CC=CC=C1)C(=O)O (4-[(3-methoxyphenyl)amino]-1-(2-phenylethyl)-4-piperidinecarboxylic acid). Yield: 72.3%. Reaction SMILES: C(O)(=O)C(O)=O.[CH3:7][O:8][C:9]1[CH:10]=[C:11]([NH:15][C:16]2([C:30]([O:32]C)=[O:31])[CH2:21][CH2:20][N:19]([CH2:22][CH2:23][C:24]3[CH:29]=[CH:28][CH:27]=[CH:26][CH:25]=3)[CH2:18][CH2:17]2)[CH:12]=[CH:13][CH:14]=1.[OH-].[K+].Cl.[OH-].[Na+]>O.C(O)CO>[CH3:7][O:8][C:9]1[CH:10]=[C:11]([NH:15][C:16]2([C:30]([OH:32])=[O:31])[CH2:17][CH2:18][N:19]([CH2:22][CH2:23][C:24]3[CH:25]=[CH:26][CH:27]=[CH:28][CH:29]=3)[CH2:20][CH2:21]2)[CH:12]=[CH:13][CH:14]=1 |f:0.1,2.3,5.6|. Reported procedure: A mixture of 39.5 parts of methyl 4-[N-(3-methoxyphenyl)amino]-1-(2-phenylethyl)-4-piperidinecarboxylate ethanedioate, 18 parts of potassium hydroxide and 90 parts of 1,2-ethanediol is stirred and refluxed for 3 hours. The reaction mixture is cooled to room temperature, poured onto 200 parts of water and acidified with a concentrated hydrochloric acid solution. The whole is strongly alkalized with a sodium hydroxide solution and stirred vigorously for one hour. The precipitated product is filter... The reactants are CN, Cl, O=C(O)c1cc2c(N3CCOCC3)nc(-c3cccc4[nH]ncc34)nc2s1. The product is CNC(=O)c1cc2c(N3CCOCC3)nc(-c3cccc4[nH]ncc34)nc2s1. Reaction SMILES: [CH3:28][NH2:29].[ClH:30].[nH:1]1[n:2][cH:3][c:4]2[c:5](-[c:10]3[n:11][c:12]([N:22]4[CH2:23][CH2:24][O:25][CH2:26][CH2:27]4)[c:13]4[c:14]([n:15]3)[s:16][c:17]([C:19](=[O:20])[OH:21])[cH:18]4)[cH:6][cH:7][cH:8][c:9]12>>[nH:1]1[n:2][cH:3][c:4]2[c:5](-[c:10]3[n:11][c:12]([N:22]4[CH2:23][CH2:24][O:25][CH2:26][CH2:27]4)[c:13]4[c:14]([n:15]3)[s:16][c:17]([C:19](=[O:20])[NH:29][CH3:28])[cH:18]4)[cH:6][cH:7][cH:8][c:9]12. The reactants are C(CC)C1=NNC(=C1)C(=O)OCC (Ethyl 3-n-propylpyrazole-5-carboxylate), BrC1=NC=C(C=C1)CBr (2-bromo-5-bromomethylpyridine), C([O-])([O-])=O.[K+].[K+] (potassium carbonate), CN(C)C=O (DMF), C(=O)(O)[O-].[Na+] (NaHCO3). Run in C(C)OCC (diethyl ether). Conditions: time 8 hour. Product: C(C)OC(=O)C1=NN(C(=C1)CCC)CC=1C=NC(=CC1)Br (1-(6-Bromopyridin-3-ylmethyl)-5-propyl-1H-pyrazole-3-carboxylic acid ethyl ester). RXN SMILES: [CH2:1]([C:4]1[CH:8]=[C:7]([C:9]([O:11][CH2:12][CH3:13])=[O:10])[NH:6][N:5]=1)[CH2:2][CH3:3].[Br:14][C:15]1[CH:20]=[CH:19][C:18]([CH2:21]Br)=[CH:17][N:16]=1.C(=O)([O-])[O-].[K+].[K+].CN(C=O)C.C([O-])(O)=O.[Na+]>C(OCC)C>[CH2:12]([O:11][C:9]([C:7]1[CH:8]=[C:4]([CH2:1][CH2:2][CH3:3])[N:5]([CH2:21][C:18]2[CH:17]=[N:16][C:15]([Br:14])=[CH:20][CH:19]=2)[N:6]=1)=[O:10])[CH3:13] |f:2.3.4,6.7|. Reported procedure: Ethyl 3-n-propylpyrazole-5-carboxylate (1.7 g, 9.1 mmol), 2-bromo-5-bromomethylpyridine (4.6 g, 9.1 mmol) and potassium carbonate (1.8 g, 12.7 mmol) were dissolved in DMF (70.0 mL, 904 mmol). The resulting suspension was stirred at room temperature overnight. The material was diluted with aqueous. NaHCO3 and diethyl ether. The aqueous layer was further extracted with diethyl ether. The combined organics were dried over MgSO4, filtered and concentrated. The residue was purified using flash chroma...